Dataset: the Open Reaction Database (ORD), a public repository of structured organic reaction records. Task: describe an organic reaction: reactants, conditions, products, and yield The reactants are BrC(C(=O)C1=C(C=O)C=CC=C1)C1=CC=CC=C1 ((2-Bromo-2-phenyl-ethanoyl)-benzaldehyde), BrC=1C=CC(=NC1)N (5-Bromo-pyridin-2-ylamine), CN(C)C=O (DMF), O (water). Run at temperature 100 celsius. Product: BrC=1C=CC=2N(C1)C(=C(N2)C2=CC=C(C=O)C=C2)C2=CC=CC=C2 (4-(6-bromo-3-phenylimidazo[1,2-a]pyridin-2-yl)benzaldehyde). RXN SMILES: Br[CH:2]([C:13]1[CH:18]=[CH:17][CH:16]=[CH:15][CH:14]=1)[C:3]([C:5]1[CH:12]=[CH:11][CH:10]=[CH:9][C:6]=1C=O)=O.[Br:19][C:20]1[CH:21]=[CH:22][C:23]([NH2:26])=[N:24][CH:25]=1.O.CN([CH:31]=[O:32])C>>[Br:19][C:20]1[CH:21]=[CH:22][C:23]2[N:24]([C:3]([C:5]3[CH:6]=[CH:9][CH:10]=[CH:11][CH:12]=3)=[C:2]([C:13]3[CH:14]=[CH:15][C:16]([CH:31]=[O:32])=[CH:17][CH:18]=3)[N:26]=2)[CH:25]=1. Procedure details: 3.3 mMol (2-Bromo-2-phenyl-ethanoyl)-benzaldehyde and 1.2 equivalents of 5-Bromo-pyridin-2-ylamine are dissolved in 10 ml DMF. The reaction mixture is heated at 100° C. for 18 hours. The reaction mixture is cooled and water is added. It is then extracted with ethyl acetate. The organic layer is dried and concentrated. The crude is purified by column chromatography to yield the desired compound.